Dataset: the Open Reaction Database (ORD), a public repository of structured organic reaction records. Task: describe an organic reaction: reactants, conditions, products, and yield Reactants: esters, FC=1C=C(CN2[C@H](CCCC2)C(=O)N[C@@H](C)C2=CC=C(C(=O)OC)C=C2)C=CC1 (methyl 4-((S)-1-((R)-1-(3-fluorobenzyl)piperidine-2-carboxamido)ethyl)benzoate), O[Li].O (LiOH H2O). Product: FC=1C=C(CN2[C@H](CCCC2)C(=O)N[C@@H](C)C2=CC=C(C(=O)[O-])C=C2)C=CC1.[Li+] (lithium 4-((S)-1-((R)-1-(3-fluorobenzyl)piperidine-2-carboxamido)ethyl)benzoate). RXN SMILES: [F:1][C:2]1[CH:3]=[C:4]([CH:27]=[CH:28][CH:29]=1)[CH2:5][N:6]1[CH2:11][CH2:10][CH2:9][CH2:8][C@@H:7]1[C:12]([NH:14][C@H:15]([C:17]1[CH:26]=[CH:25][C:20]([C:21]([O:23]C)=[O:22])=[CH:19][CH:18]=1)[CH3:16])=[O:13].O[Li:31].O>>[F:1][C:2]1[CH:3]=[C:4]([CH:27]=[CH:28][CH:29]=1)[CH2:5][N:6]1[CH2:11][CH2:10][CH2:9][CH2:8][C@@H:7]1[C:12]([NH:14][C@H:15]([C:17]1[CH:18]=[CH:19][C:20]([C:21]([O-:23])=[O:22])=[CH:25][CH:26]=1)[CH3:16])=[O:13].[Li+:31] |f:1.2,3.4|. Procedure: The title compound (E6) (36 mg) was prepared according to the general procedure for esters hydrolysis starting from methyl 4-((S)-1-((R)-1-(3-fluorobenzyl)piperidine-2-carboxamido)ethyl)benzoate (D23 (40 mg). (LiOH H2O: 3 eq; reaction time: 3 hrs) The reactants are NCC(C1=CC(=C(C=C1)Cl)Cl)O (α-(aminomethyl)-3,4-dichlorobenzyl alcohol), C=1(C(=CC=CC1)C)C (xylene), N([N+](=O)[O-])C=1NCCN1 (2-(nitramino)-2-imidazoline). Run in CC(=O)C (acetone). Reaction conditions: temperature 160 celsius. Product: ClC=1C=C(C(CNC=2NCCN2)O)C=CC1Cl (3,4-dichloro-α-(2-imidazolin-2-ylaminomethyl)benzyl alcohol). Reaction SMILES: [NH2:1][CH2:2][CH:3]([OH:12])[C:4]1[CH:9]=[CH:8][C:7]([Cl:10])=[C:6]([Cl:11])[CH:5]=1.C1(C)C(C)=CC=CC=1.N([C:25]1[NH:26][CH2:27][CH2:28][N:29]=1)[N+]([O-])=O>CC(C)=O>[Cl:11][C:6]1[CH:5]=[C:4]([CH:9]=[CH:8][C:7]=1[Cl:10])[CH:3]([OH:12])[CH2:2][NH:1][C:25]1[NH:29][CH2:28][CH2:27][N:26]=1. Reported procedure: To a stirred solution of 8 parts of α-(aminomethyl)-3,4-dichlorobenzyl alcohol in 4.5 parts of xylene are added 5.2 parts of 2-(nitramino)-2-imidazoline. The whole is heated in an oil-bath at a temperature of about 160°C. till a clear melt is obtained (about 15 minutes). After cooling to about 60°C., the melt is dissolved in acetone and allowed to crystallize. The precipitated product is filtered off and recrystallized from 20 parts of 4-methyl-2-pentanone, yielding 3,4-dichloro-α-(2-imidazolin-...